Dataset: the Open Reaction Database (ORD), a public repository of structured organic reaction records. Task: describe an organic reaction: reactants, conditions, products, and yield The reactants are C(C)(C)(C)OC(=O)N[C@H](C(=O)OC)CCS(=O)(=O)C ((S)-methyl 2-(tert-butoxycarbonylamino)-4-(methylsulfonyl)butanoate), C[Si](C)(C)[N-][Si](C)(C)C.[K+] (potassium bis(trimethylsilyl)amide), [Cl-].[NH4+] (ammonium chloride). Solvent: O1CCCC1 (tetrahydrofuran). Conditions: temperature -78 celsius, time 2 hour. The product is O=S1(CC(C(CC1)NC(OC(C)(C)C)=O)=O)=O (tert-butyl (1,1-dioxido-3-oxotetrahydro-2H-thiopyran-4-yl)carbamate). As a reaction SMILES: [C:1]([O:5][C:6]([NH:8][C@@H:9]([CH2:14][CH2:15][S:16]([CH3:19])(=[O:18])=[O:17])[C:10]([O:12]C)=O)=[O:7])([CH3:4])([CH3:3])[CH3:2].C[Si]([N-][Si](C)(C)C)(C)C.[K+].[Cl-].[NH4+]>O1CCCC1>[O:17]=[S:16]1(=[O:18])[CH2:15][CH2:14][CH:9]([NH:8][C:6](=[O:7])[O:5][C:1]([CH3:2])([CH3:3])[CH3:4])[C:10](=[O:12])[CH2:19]1 |f:1.2,3.4|. Reported procedure: A solution of (S)-methyl 2-(tert-butoxycarbonylamino)-4-(methylsulfonyl)butanoate (2 g, 6.78 mmol) in tetrahydrofuran (50 mL) was cooled to −78° C., to which potassium bis(trimethylsilyl)amide (1.0 M, toluene solution, 15 ml) was added dropwise, and the mixture was stirred at −78° C. for 2 hours and at room temperature for another 2 hours. An aqueous solution of ammonium chloride (1 M) was added, and the mixture was stirred. The reaction mixture was subjected to liquid separation. The resultant ... The reactants are C(C)(=O)NC1=CC=C(C=2C=CC=NC12)S(=O)(=O)[O-].[NH+]1=CC=CC=C1 (pyridinium 8-acetamido-5-quinolinesulfonate), Cl (hydrochloric acid). Procedure: In a 250 ml 1-neck round-bottomed flask fitted with a reflux condenser was placed 25.0 g (0.0724 m) of the pyridinium 8-acetamido-5-quinolinesulfonate and 30 ml water. The slurry was heated to effect solution, 30 ml concentrated hydrochloric acid added and the mixture heated to reflux for 1 hour with stirring. A thick crystalline mass separated during the heating period. The thick slurry was then chilled to 0°-5° C. for several hours, filtered and washed with cold 6 N hydrochloric acid and THF. ... Run in O (water). Yields the product NC1=CC=C(C=2C=CC=NC12)S(=O)(=O)O (8-Amino-5-quinolinesulfonic acid). RXN SMILES: C([NH:4][C:5]1[C:14]2[N:13]=[CH:12][CH:11]=[CH:10][C:9]=2[C:8]([S:15]([O-:18])(=[O:17])=[O:16])=[CH:7][CH:6]=1)(=O)C.[NH+]1C=CC=CC=1.Cl>O>[NH2:4][C:5]1[C:14]2[N:13]=[CH:12][CH:11]=[CH:10][C:9]=2[C:8]([S:15]([OH:18])(=[O:17])=[O:16])=[CH:7][CH:6]=1 |f:0.1|. The reactants are ClC=1C=C(C=C(C1)Cl)C#CC(C)(O)C (1-(3,5-dichlorophenyl)-3-methyl-1-butyn-3-ol), [OH-].[Na+] (sodium hydroxide). Run in C1(=CC=CC=C1)C (toluene). Reaction conditions: time 3.5 hour. Yields the product ClC1=CC(=CC(=C1)C#C)Cl (1,3-Dichloro-5-ethynylbenzene). Isolated yield 37.0%. Reaction SMILES: [Cl:1][C:2]1[CH:3]=[C:4]([C:9]#[C:10]C(C)(O)C)[CH:5]=[C:6]([Cl:8])[CH:7]=1.[OH-].[Na+]>C1(C)C=CC=CC=1>[Cl:1][C:2]1[CH:3]=[C:4]([C:9]#[CH:10])[CH:5]=[C:6]([Cl:8])[CH:7]=1 |f:1.2|. Reported procedure: A mixture of 7.95 g (0.0655 mole) of 1-(3,5-dichlorophenyl)-3-methyl-1-butyn-3-ol and 30 g of sodium hydroxide in 150 ml of dry toluene was heated to reflux with stirring for 3.5 hours. The toluene was removed in vacuo to yield a brown solid residue. The residue was triturated with hexane and the resulting hexane solution washed with aqueous sodium thiosulfate solution. The hexane layer was separated and evaporated in vacuo to yield the crude product. Recrystallization from hexane yielded 4.15 g...